From a dataset of the Open Reaction Database (ORD), a public repository of structured organic reaction records. describe an organic reaction: reactants, conditions, products, and yield The reactants are C(C1=CC=CC=C1)OC(=O)NC1=CC(=C(C=C1)C=1C(=CC(=CC1)CO[Si](C1=CC=CC=C1)(C1=CC=CC=C1)C(C)(C)C)C(=O)OCC1=CC=CC=C1)C(=O)OCOC (benzyl 4′-benzyloxycarbonylamino-2′-methoxymethyloxycarbonyl-4-t-butyidiphenylsilyloxymethyl-2-biphenyl carboxylate), O (Water), C(C1=CC=CC=C1)OC(=O)NC1=CC=C(C(C(=O)O)=C1)O (5-benzyloxycarbonylaminosalicylic acid), [F-].C(CCC)[N+](CCCC)(CCCC)CCCC (tetrabutylammonium fluoride). The solvent is O1CCCC1 (tetrahydrofuran), O1CCCC1 (tetrahydrofuran). Conditions: time 2 hour. The product is C(C1=CC=CC=C1)OC(=O)NC1=CC(=C(C=C1)C=1C(=CC(=CC1)CO)C(=O)OCC1=CC=CC=C1)C(=O)OCOC (Benzyl 4′-benzyloxycarbonylamino-2′-methoxymethyloxycarbonyl-4-hydroxymethyl-2-biphenylcarboxylate). Yield: 68.1%. As a reaction SMILES: [CH2:1]([O:8][C:9]([NH:11][C:12]1[CH:17]=[CH:16][C:15]([C:18]2[C:19]([C:43]([O:45][CH2:46][C:47]3[CH:52]=[CH:51][CH:50]=[CH:49][CH:48]=3)=[O:44])=[CH:20][C:21]([CH2:24][O:25][Si](C(C)(C)C)(C3C=CC=CC=3)C3C=CC=CC=3)=[CH:22][CH:23]=2)=[C:14]([C:53]([O:55][CH2:56][O:57][CH3:58])=[O:54])[CH:13]=1)=[O:10])[C:2]1[CH:7]=[CH:6][CH:5]=[CH:4][CH:3]=1.C(OC(NC1C=C(C(O)=O)C(O)=CC=1)=O)C1C=CC=CC=1.[F-].C([N+](CCCC)(CCCC)CCCC)CCC.O>O1CCCC1>[CH2:1]([O:8][C:9]([NH:11][C:12]1[CH:17]=[CH:16][C:15]([C:18]2[C:19]([C:43]([O:45][CH2:46][C:47]3[CH:48]=[CH:49][CH:50]=[CH:51][CH:52]=3)=[O:44])=[CH:20][C:21]([CH2:24][OH:25])=[CH:22][CH:23]=2)=[C:14]([C:53]([O:55][CH2:56][O:57][CH3:58])=[O:54])[CH:13]=1)=[O:10])[C:2]1[CH:3]=[CH:4][CH:5]=[CH:6][CH:7]=1 |f:2.3|. Reported procedure: To a solution of benzyl 4′-benzyloxycarbonylamino-2′-methoxymethyloxycarbonyl-4-t-butyidiphenylsilyloxymethyl-2-biphenyl carboxylate (777 mg) which was prepared by the same procedure as a series of reaction of Reference Example 6→Reference Example 1 (without an esterfication of benzyl)→Reference Example 4→Reference Example 5→Reference Example 7, using 5-benzyloxycarbonylaminosalicylic acid; in anhydrous tetrahydrofuran (10 ml), a solution of 1.0 M tetrabutylammonium fluoride in anhydrous tetrahy... Solvent: C(Cl)Cl (CH2Cl2). The product is ClC(=O)C1=C(C=C(C=C1)C(F)(F)F)OC(C)=O (Acetic acid 2-chlorocarbonyl-5-trifluoromethylphenyl ester), oil. The reagents and catalysts are CN(C)C=O (DMF). RXN SMILES: [C:1]([O:4][C:5]1[CH:13]=[C:12]([C:14]([F:17])([F:16])[F:15])[CH:11]=[CH:10][C:6]=1[C:7](O)=[O:8])(=[O:3])[CH3:2].C(Cl)(=O)C([Cl:21])=O>C(Cl)Cl.CN(C=O)C>[Cl:21][C:7]([C:6]1[CH:10]=[CH:11][C:12]([C:14]([F:17])([F:16])[F:15])=[CH:13][C:5]=1[O:4][C:1](=[O:3])[CH3:2])=[O:8]. Reactants: C(C)(=O)OC1=C(C(=O)O)C=CC(=C1)C(F)(F)F (2-acetoxy-4-trifluoromethyl-benzoic acid), C(C(=O)Cl)(=O)Cl (oxalyl chloride). Procedure details: To a stirred solution of 2-acetoxy-4-trifluoromethyl-benzoic acid (180 mg, 0.73 mmol) in CH2Cl2 (6 mL) were added oxalyl chloride (0.08 mL, 0.91 mmol) and DMF (1 drop). The reaction mixture was stirred at room temperature for 1 hour. CH2Cl2 and excess oxalyl chloride were removed in vacuo. Acetic acid 2-chlorocarbonyl-5-trifluoromethylphenyl ester was obtained as a colorless oil (190 mg) and used in the following step without further purification. To a stirred solution of [1-Methyl-6-(5-methylam... Run at time 1 hour. Reactants: cuprous chloride, II (iodine), stock solution, [Mg] (magnesium), ClC1=CC=C(C=C1)Cl (para-dichlorobenzene), C(CC)O[Si](C)(C)OCCC (di-n-propoxydimethylsilane), 123. The solvent is O1CCCC1 (tetrahydrofuran). Run at temperature 132 celsius. Product: C(CC)O[Si](C1=CC=C(C=C1)[Si](C)(C)OCCC)(C)C (1,4-bis(n-propoxydimethylsilyl)benzene). Yield: 81.5%. RXN SMILES: Cl[C:2]1[CH:7]=[CH:6][C:5](Cl)=[CH:4][CH:3]=1.II.[Mg].C(O[Si:16]([O:19][CH2:20][CH2:21][CH3:22])([CH3:18])[CH3:17])CC>O1CCCC1>[CH2:20]([O:19][Si:16]([CH3:17])([CH3:18])[C:2]1[CH:7]=[CH:6][C:5]([Si:16]([O:19][CH2:20][CH2:21][CH3:22])([CH3:18])[CH3:17])=[CH:4][CH:3]=1)[CH2:21][CH3:22]. Procedure: Magnesium turnings (478 g, 19.7 m) in a 12 l, flask were dried as described in Example II. The reactant stock solution was prepared by dissolving 1400 g (9.7m) of para-dichlorobenzene in 3700 g (21m) of di-n-propoxydimethylsilane and 515 g (7.2 m) of tetrahydrofuran. Fresh cuprous chloride (10.0 g, 0.10 m), a crystal of iodine, and 300 ml of the stock solution were added to the magnesium turnings. The vessel was heated to 132° C to initiate the reaction. The remaining stock solution was added ov...